From a dataset of the Open Reaction Database (ORD), a public repository of structured organic reaction records. describe an organic reaction: reactants, conditions, products, and yield Starting materials: NC1=N[C@](C(C(N1C)=O)(C)C)(C)C1=C(C=CC(=C1)N)F ((S)-2-amino-6-(5-amino-2-fluoro-phenyl)-3,5,5,6-tetramethyl-5,6-dihydro-3H-pyrimidin-4-one), [B][B][B][B][B][B][B][B][B][B] (decaborane), NC1=N[C@](C(C(N1C)=O)(C)C)(C)C1=C(C=CC(=C1)N)F ((S)-2-amino-6-(5-amino-2-fluoro-phenyl)-3,5,5,6-tetramethyl-5,6-dihydro-3H-pyrimidin-4-one), FC(C(C)=O)(F)F (1,1,1-trifluoro-propan-2-one). Yields the product NC1=N[C@](C(C(N1C)=O)(C)C)(C)C1=C(C=CC(=C1)NC(C(F)(F)F)C)F ((S)-2-Amino-6-[2-fluoro-5-(2,2,2-trifluoro-1-methyl-ethylamino)-phenyl]-3,5,5,6-tetramethyl-5,6-dihydro-3H-pyrimidin-4-one). As a reaction SMILES: [NH2:1][C:2]1[N:7]([CH3:8])[C:6](=[O:9])[C:5]([CH3:11])([CH3:10])[C@:4]([C:13]2[CH:18]=[C:17]([NH2:19])[CH:16]=[CH:15][C:14]=2[F:20])([CH3:12])[N:3]=1.[F:21][C:22]([F:27])([F:26])[C:23](=O)[CH3:24].[B][B][B][B][B][B][B][B][B][B]>>[NH2:1][C:2]1[N:7]([CH3:8])[C:6](=[O:9])[C:5]([CH3:10])([CH3:11])[C@:4]([C:13]2[CH:18]=[C:17]([NH:19][CH:23]([CH3:24])[C:22]([F:27])([F:26])[F:21])[CH:16]=[CH:15][C:14]=2[F:20])([CH3:12])[N:3]=1 |^3:27,36,^1:28,29,30,31,32,33,34,35|. Procedure details: The reductive amination of (S)-2-amino-6-(5-amino-2-fluoro-phenyl)-3,5,5,6-tetramethyl-5,6-dihydro-3H-pyrimidin-4-one (intermediate J) and 1,1,1-trifluoro-propan-2-one using decaborane yielded a mixture of epimers of the title compound as a white foam. MS (ESI): m/z=375.3 [M+H]+. Reactants: COC(=O)c1cc(C#N)nc(OC)c1, C1CCOC1, CO, Cl, [Li+], [OH-], O. The product is COc1cc(C(=O)O)cc(C#N)n1. RXN SMILES: [C:1](#[N:2])[c:3]1[cH:4][c:5]([C:6](=[O:7])[O:8][CH3:9])[cH:10][c:11]([O:13][CH3:14])[n:12]1.[CH2:18]1[O:19][CH2:20][CH2:21][CH2:22]1.[CH3:23][OH:24].[ClH:17].[Li+:16].[OH-:15].[OH2:25]>>[C:1](#[N:2])[c:3]1[cH:4][c:5]([C:6](=[O:7])[OH:8])[cH:10][c:11]([O:13][CH3:14])[n:12]1. The reactants are C1CCOC1, Cl, CCOC(=O)CCc1c[nH]c2c(-c3noc(-c4cnc(OC(C)C)c(C(F)(F)F)c4)n3)ccc(F)c12, [Na+], [OH-], O. Yields the product CC(C)Oc1ncc(-c2nc(-c3ccc(F)c4c(CCC(=O)O)c[nH]c34)no2)cc1C(F)(F)F. As a reaction SMILES: [CH2:40]1[O:41][CH2:42][CH2:43][CH2:44]1.[ClH:39].[F:3][c:4]1[c:5]2[c:6]([CH2:32][CH2:33][C:34](=[O:35])[O:36][CH2:37][CH3:38])[cH:7][nH:8][c:9]2[c:10](-[c:13]2[n:14][o:15][c:16](-[c:18]3[cH:19][n:20][c:21]([O:28][CH:29]([CH3:30])[CH3:31])[c:22]([C:24]([F:25])([F:26])[F:27])[cH:23]3)[n:17]2)[cH:11][cH:12]1.[Na+:2].[OH-:1].[OH2:45]>>[F:3][c:4]1[c:5]2[c:6]([CH2:32][CH2:33][C:34](=[O:35])[OH:36])[cH:7][nH:8][c:9]2[c:10](-[c:13]2[n:14][o:15][c:16](-[c:18]3[cH:19][n:20][c:21]([O:28][CH:29]([CH3:30])[CH3:31])[c:22]([C:24]([F:25])([F:26])[F:27])[cH:23]3)[n:17]2)[cH:11][cH:12]1. Starting materials: C=C(C)CBr, CC(=O)Nc1cc([N+](=O)[O-])ccc1Br, O=C([O-])[O-], [K+], [K+], CN(C)C=O. The product is C=C(C)CN(C(C)=O)c1cc([N+](=O)[O-])ccc1Br. Reaction SMILES: [Br:1][CH2:2][C:3](=[CH2:4])[CH3:5].[Br:6][c:7]1[c:8]([NH:16][C:17]([CH3:18])=[O:19])[cH:9][c:10]([N+:13](=[O:14])[O-:15])[cH:11][cH:12]1.[C:20](=[O:21])([O-:22])[O-:23].[K+:24].[K+:25].[O:26]=[CH:27][N:28]([CH3:29])[CH3:30]>>[CH2:2]([C:3](=[CH2:4])[CH3:5])[N:16]([c:8]1[c:7]([Br:6])[cH:12][cH:11][c:10]([N+:13](=[O:14])[O-:15])[cH:9]1)[C:17]([CH3:18])=[O:19]. Starting materials: [O-]S(=O)[O-].[Na+].[Na+] (Na2SO3), Br (HBr), C(CCCCCCC)C1=CC=C(C=C1)CCO (2-(4-octylphenyl)ethanol). The reagents and catalysts are CCCCCCCC[N+](C)(CCCCCCCC)CCCCCCCC.[Cl-] (tricaprylmethylammonium chloride). The solvent is C1(=CC=CC=C1)C (toluene). Conditions: temperature 100 celsius. The product is C(CCCCCCC)C1=CC=C(C=C1)CCBr (2-(4-octylphenyl)ethyl bromide). As a reaction SMILES: [CH2:1]([C:9]1[CH:14]=[CH:13][C:12]([CH2:15][CH2:16]O)=[CH:11][CH:10]=1)[CH2:2][CH2:3][CH2:4][CH2:5][CH2:6][CH2:7][CH3:8].[O-]S([O-])=O.[Na+].[Na+].[BrH:24]>CCCCCCCC[N+](CCCCCCCC)(CCCCCCCC)C.[Cl-].C1(C)C=CC=CC=1>[CH2:1]([C:9]1[CH:14]=[CH:13][C:12]([CH2:15][CH2:16][Br:24])=[CH:11][CH:10]=1)[CH2:2][CH2:3][CH2:4][CH2:5][CH2:6][CH2:7][CH3:8] |f:1.2.3,5.6|. Procedure: 2-(4-octylphenyl)ethanol (5) (46.9 g) is added within 10 min to an aqueous solution containing 3.05 g Na2SO3, 252.9 g 48% HBr and 3.2 g tricaprylmethylammonium chloride. The reaction mixture is heated to 100° C. for 18 to 22 hours with stirring. The resulting 2-phase mixture is cooled to room temperature, diluted with toluene (150 ml) and the aqueous phase is then removed. The organic phase is washed twice with a volume of 100 ml of a 9% NaHCO3 solution. The organic phase is treated with basic a...